This data is from the Open Reaction Database (ORD), a public repository of structured organic reaction records. The task is: describe an organic reaction: reactants, conditions, products, and yield Starting materials: C12(CC3CC(CC(C1)C3)C2)C=2C=C(C=CC2OC)S (3-(1-adamantyl)-4-methoxythiophenol), BrCC=1SC=C(C1)C(=O)OC (methyl 2-bromomethyl-4-thiophenecarboxylate), methyl ester. Product: C12(CC3CC(CC(C1)C3)C2)C=2C=C(C=CC2OC)SCC=2SC=C(C2)C(=O)OC (methyl 2-[3-(1-adamantyl)-4-methoxyphenylthiomethyl]-4-thiophenecarboxylate). Reaction SMILES: [C:1]12([C:11]3[CH:12]=[C:13]([SH:19])[CH:14]=[CH:15][C:16]=3[O:17][CH3:18])[CH2:10][CH:5]3[CH2:6][CH:7]([CH2:9][CH:3]([CH2:4]3)[CH2:2]1)[CH2:8]2.Br[CH2:21][C:22]1[S:23][CH:24]=[C:25]([C:27]([O:29][CH3:30])=[O:28])[CH:26]=1>>[C:1]12([C:11]3[CH:12]=[C:13]([S:19][CH2:21][C:22]4[S:23][CH:24]=[C:25]([C:27]([O:29][CH3:30])=[O:28])[CH:26]=4)[CH:14]=[CH:15][C:16]=3[O:17][CH3:18])[CH2:2][CH:3]3[CH2:9][CH:7]([CH2:6][CH:5]([CH2:4]3)[CH2:10]1)[CH2:8]2. Procedure details: In a manner analogous to that of Example 17(a), 800 mg (2.9 mmol) of 3-(1-adamantyl)-4-methoxythiophenol were reacted with 690 mg (2.9 mmol) of methyl 2-bromomethyl-4-thiophenecarboxylate and 700 mg (56%) of the expected methyl ester were recovered in the form of a colorless oil. Reactants: CCCc1nc2c(C)cc(-c3nc4ccc(F)cc4n3C)cc2n1Cc1ccc(-c2ccccc2C(=O)OC(C)(C)C)cc1, ClCCl, O=C(O)C(F)(F)F. The product is CCCc1nc2c(C)cc(-c3nc4ccc(F)cc4n3C)cc2n1Cc1ccc(-c2ccccc2C(=O)O)cc1. RXN SMILES: [CH2:1]([CH2:2][CH3:3])[c:4]1[n:5][c:6]2[c:7]([n:8]1[CH2:9][c:10]1[cH:11][cH:12][c:13](-[c:16]3[c:17]([C:22](=[O:23])[O:24][C:25]([CH3:26])([CH3:27])[CH3:28])[cH:18][cH:19][cH:20][cH:21]3)[cH:14][cH:15]1)[cH:29][c:30](-[c:34]1[n:35][c:36]3[c:37]([n:38]1[CH3:39])[cH:40][c:41]([F:44])[cH:42][cH:43]3)[cH:31][c:32]2[CH3:33].[CH2:52]([Cl:53])[Cl:54].[OH:45][C:46]([C:47]([F:48])([F:49])[F:50])=[O:51]>>[CH2:1]([CH2:2][CH3:3])[c:4]1[n:5][c:6]2[c:7]([n:8]1[CH2:9][c:10]1[cH:11][cH:12][c:13](-[c:16]3[c:17]([C:22](=[O:23])[OH:24])[cH:18][cH:19][cH:20][cH:21]3)[cH:14][cH:15]1)[cH:29][c:30](-[c:34]1[n:35][c:36]3[c:37]([n:38]1[CH3:39])[cH:40][c:41]([F:44])[cH:42][cH:43]3)[cH:31][c:32]2[CH3:33]. The reactants are NC1=C(N)C=CC(=C1)SC#N (2-amino-4-thiocyanato-aniline), [OH-].[Na+] (sodium hydroxide), CC(=O)C (acetone), C(#N)Br (bromo cyane). Solvent: C(C)O (ethanol). Conditions: time 8 hour. Product: NC1=NC2=C(N1)C=CC(=C2)SC#N (2-amino-5-thiocyanato-1H-benzimidazole). Reaction SMILES: [NH2:1][C:2]1[CH:8]=[C:7]([S:9][C:10]#[N:11])[CH:6]=[CH:5][C:3]=1[NH2:4].CC(C)=O.[C:16](Br)#[N:17].[OH-].[Na+]>C(O)C>[NH2:17][C:16]1[NH:4][C:3]2[CH:5]=[CH:6][C:7]([S:9][C:10]#[N:11])=[CH:8][C:2]=2[N:1]=1 |f:3.4|. Reported procedure: 8.25 g. of 2-amino-4-thiocyanato-aniline are dissolved in 60 ml. of acetone, whereupon a solution of 6.1 g. of bromo cyane and 20 ml. of ethanol is added dropwise. The reaction mixture is allowed to stand overnight, whereupon it is evaporated to dryness. The residue is taken up in water and the pH of the solution formed is adjusted to 8 by adding a 2N sodium hydroxide solution. The precipitated crystals are filtered off, washed with water and dried. Thus 8.3 g. of 2-amino-5-thiocyanato-1H-benzim... Starting materials: CCC(NC(=O)OC(C)(C)C)c1ccc2cc[nH]c2n1, Cl, C1COCCO1. The product is CCC(N)c1ccc2cc[nH]c2n1. RXN SMILES: [C:1]([O:2][C:3](=[O:4])[NH:7][CH:8]([CH2:9][CH3:10])[c:11]1[cH:12][cH:13][c:14]2[c:15]([n:16]1)[nH:17][cH:18][cH:19]2)([CH3:5])([CH3:6])[CH3:20].[ClH:21].[O:22]1[CH2:23][CH2:24][O:25][CH2:26][CH2:27]1>>[NH2:7][CH:8]([CH2:9][CH3:10])[c:11]1[cH:12][cH:13][c:14]2[c:15]([n:16]1)[nH:17][cH:18][cH:19]2. Run at temperature 70 celsius. Yields the product OCCNC(C1=C(C(=CC(=C1)Cl)C)N)=O (N-hydroxyethyl-2-amino-3-methyl-5-chlorobenzamide). The reactants are COC(C1=C(C(=CC(=C1)Cl)C)N)=O (2-amino-3-methyl-5-chlorobenzoic acid methyl ester), C(O)CN (ethanolamine). As a reaction SMILES: CO[C:3](=[O:13])[C:4]1[CH:9]=[C:8]([Cl:10])[CH:7]=[C:6]([CH3:11])[C:5]=1[NH2:12].[CH2:14]([CH2:16][NH2:17])[OH:15]>C(#N)C>[OH:15][CH2:14][CH2:16][NH:17][C:3](=[O:13])[C:4]1[CH:9]=[C:8]([Cl:10])[CH:7]=[C:6]([CH3:11])[C:5]=1[NH2:12]. Yield: 88.3%. Procedure: To a 100 mL round-bottom flask, 0.1 mol of 2-amino-3-methyl-5-chlorobenzoic acid methyl ester having the structural formula of VIII-3, 100 mL of acetonitrile, 0.4 mol of ethanolamine were added, heated to 70° C. and reacted for 3 hours, after treatment 20.2 grams of N-hydroxyethyl-2-amino-3-methyl-5-chlorobenzamide having a structural formula of III-3 was obtained, and the yield was 88.4%; To a 50 mL round-bottom flask, 3.0 mmol of N-hydroxyethyl-2-amino-3-methyl-5-chlorobenzamide having the str... Run in C(C)#N (acetonitrile).